This data is from the Open Reaction Database (ORD), a public repository of structured organic reaction records. The task is: describe an organic reaction: reactants, conditions, products, and yield Reactants: FC(S(=O)(=O)OC=1CN(CC(C1)C1=CC=CC=C1)S(=O)(=O)C1=CC=C(C=C1)[N+](=O)[O-])(F)F (1-[(4-nitrophenyl)sulfonyl]-5-phenyl-1,2,5,6-tetrahydropyridin-3-yl trifluoromethanesulfonate), FC1=C(C=C(C=C1)F)B(O)O (2,5-difluorophenyl boronic acid), C(=O)([O-])[O-].[Na+].[Na+] (Na2CO3). Reagents/catalysts: C=1C=CC(=CC1)[P](C=2C=CC=CC2)(C=3C=CC=CC3)[Pd]([P](C=4C=CC=CC4)(C=5C=CC=CC5)C=6C=CC=CC6)([P](C=7C=CC=CC7)(C=8C=CC=CC8)C=9C=CC=CC9)[P](C=1C=CC=CC1)(C=1C=CC=CC1)C=1C=CC=CC1 (Pd(PPh3)4). The solvent is COCCOC.O (DME H2O), C(Cl)Cl (CH2Cl2). Yields the product FC1=C(C=C(C=C1)F)C1=CC(CN(C1)S(=O)(=O)C1=CC=C(C=C1)[N+](=O)[O-])C1=CC=CC=C1 (5-(2,5-difluorophenyl)-1-[(4-nitrophenyl)sulfonyl]-3-phenyl-1,2,3,6-tetrahydropyridine). Reaction SMILES: FC(F)(F)S(O[C:7]1[CH2:8][N:9]([S:19]([C:22]2[CH:27]=[CH:26][C:25]([N+:28]([O-:30])=[O:29])=[CH:24][CH:23]=2)(=[O:21])=[O:20])[CH2:10][CH:11]([C:13]2[CH:18]=[CH:17][CH:16]=[CH:15][CH:14]=2)[CH:12]=1)(=O)=O.[F:33][C:34]1[CH:39]=[CH:38][C:37]([F:40])=[CH:36][C:35]=1B(O)O.C([O-])([O-])=O.[Na+].[Na+]>COCCOC.O.C(Cl)Cl.C1C=CC([P]([Pd]([P](C2C=CC=CC=2)(C2C=CC=CC=2)C2C=CC=CC=2)([P](C2C=CC=CC=2)(C2C=CC=CC=2)C2C=CC=CC=2)[P](C2C=CC=CC=2)(C2C=CC=CC=2)C2C=CC=CC=2)(C2C=CC=CC=2)C2C=CC=CC=2)=CC=1>[F:33][C:34]1[CH:39]=[CH:38][C:37]([F:40])=[CH:36][C:35]=1[C:7]1[CH2:8][N:9]([S:19]([C:22]2[CH:23]=[CH:24][C:25]([N+:28]([O-:30])=[O:29])=[CH:26][CH:27]=2)(=[O:20])=[O:21])[CH2:10][CH:11]([C:13]2[CH:18]=[CH:17][CH:16]=[CH:15][CH:14]=2)[CH:12]=1 |f:2.3.4,5.6,^1:63,65,84,103|. Procedure details: To a flame dried flask equipped with stir bar was added crude 1-[(4-nitrophenyl)sulfonyl]-5-phenyl-1,2,5,6-tetrahydropyridin-3-yl trifluoromethanesulfonate (1-5) (376 mg, 0.76 mmol), 2,5-difluorophenyl boronic acid (240 mg, 1.5 mmol), and Na2CO3 (243 mg, 2.3 mmol). The solids were dissolved in 5 mL 4:1 DME/H2O and degassed with N2. Pd(PPh3)4 (9 mg, 0.008 mmol) was added and the reaction was sealed under N2 and heated to 90 C for 2 h. Upon completion, the reaction was diluted with CH2Cl2, washed ... Reactants: C(C(C)C)N1N=CC(=C1COC)C1=NC(=NO1)C1=CC=C(C=O)C=C1 (4-{5-[1-isobutyl-5-(methoxymethyl)-1H-pyrazol-4-yl]-1,2,4-oxadiazol-3-yl}benzaldehyde), N1CC(C1)C(=O)O (3-azetidine carboxylic acid). Product: C(C(C)C)N1N=CC(=C1COC)C1=NC(=NO1)C1=CC=C(CN2CC(C2)C(=O)O)C=C1 (1-(4-{5-[1-isobutyl-5-(methoxymethyl)-1H-pyrazol-4-yl]-1,2,4-oxadiazol-3-yl}benzyl)azetidine-3-carboxylic acid), Example 76. Reaction SMILES: [CH2:1]([N:5]1[C:9]([CH2:10][O:11][CH3:12])=[C:8]([C:13]2[O:17][N:16]=[C:15]([C:18]3[CH:25]=[CH:24][C:21]([CH:22]=O)=[CH:20][CH:19]=3)[N:14]=2)[CH:7]=[N:6]1)[CH:2]([CH3:4])[CH3:3].[NH:26]1[CH2:29][CH:28]([C:30]([OH:32])=[O:31])[CH2:27]1>>[CH2:1]([N:5]1[C:9]([CH2:10][O:11][CH3:12])=[C:8]([C:13]2[O:17][N:16]=[C:15]([C:18]3[CH:25]=[CH:24][C:21]([CH2:22][N:26]4[CH2:29][CH:28]([C:30]([OH:32])=[O:31])[CH2:27]4)=[CH:20][CH:19]=3)[N:14]=2)[CH:7]=[N:6]1)[CH:2]([CH3:4])[CH3:3]. Procedure: The title compound was prepared following the procedure described for Example 64 (step 2), but starting from 4-{5-[1-isobutyl-5-(methoxymethyl)-1H-pyrazol-4-yl]-1,2,4-oxadiazol-3-yl}benzaldehyde, obtained from step 1, (170.2 mg; 0.50 mmol) and using 3-azetidine carboxylic acid (101.1 mg; 1.0 mmol) to give Example 76 as a white solid. 1H NMR (CDCl3, 400 MHz) δ 8.14-8.11 (3 H, m), 7.56 (2 H, d, J=8.0 Hz), 4.99 (2 H, s), 4.17 (2 H, s), 4.13-4.09 (2 H, m), 4.05 (2 H, d, J=7.6 Hz), 3.97 (2 H, t, J=9....